Dataset: the Open Reaction Database (ORD), a public repository of structured organic reaction records. Task: describe an organic reaction: reactants, conditions, products, and yield Reactants: C(C)(OCC)(OCC)OCC (Triethyl orthoacetate), ClC1=CC2=C(N=C(N2)C)C=C1Cl (5,6-dichloro-2-methyl-benzoimidazole), [OH-].[K+] (potassium hydroxide), ClC1=CC(=C(C=C1Cl)N)N (4,5-dichloro-1,2-phenylenediamine), C1(=CC=C(C=C1)S(=O)(=O)O)C (p-toluenesulfonic acid), IC (iodomethane). Solvent: C1(=CC=CC=C1)C (toluene), CC(=O)C (acetone). Run at time 8 hour. The product is ClC1=CC2=C(N(C(=N2)C)C)C=C1Cl (5,6-Dichloro-1,2-Dimethyl-Benzoimidazole). The yield is 90.6%. RXN SMILES: [C:1](OCC)(OCC)(OCC)C.ClC1C(Cl)=CC(N)=C(N)C=1.C1(C)C=CC(S(O)(=O)=O)=CC=1.[Cl:33][C:34]1[C:43]([Cl:44])=[CH:42][C:37]2[N:38]=[C:39]([CH3:41])[NH:40][C:36]=2[CH:35]=1.[OH-].[K+].IC>C1(C)C=CC=CC=1.CC(C)=O>[Cl:44][C:43]1[C:34]([Cl:33])=[CH:35][C:36]2[N:40]([CH3:1])[C:39]([CH3:41])=[N:38][C:37]=2[CH:42]=1 |f:4.5|. Reported procedure: Triethyl orthoacetate (4.6 g, 1 eq) was added drop wise to a refluxing mixture of 4,5-dichloro-1,2-phenylenediamine (5 g, 1 eq) and a catalytic amount of p-toluenesulfonic acid in toluene (40 mL). The mixture was refluxed for 3 hrs and 5.7 g black solid was collected after evaporation of the solvents under reduced pressure and used directly in the following step without further purification. ESI-MS (m/z) calcd (found): 200.0 (201.1) for [M+H]+. To the crude 5,6-dichloro-2-methyl-benzoimidazole (...